Dataset: the Open Reaction Database (ORD), a public repository of structured organic reaction records. Task: describe an organic reaction: reactants, conditions, products, and yield The product is Cc1c(-c2cc(C(F)(F)F)cc(C(F)(F)F)c2)ccc(N)c1C#N. Reaction SMILES: [C:29](=[O:30])([O-:31])[O-:32].[CH3:36][c:37]1[cH:38][cH:39][cH:40][cH:41][cH:42]1.[F:12][C:13]([c:14]1[cH:15][c:16]([B:24]([OH:25])[OH:26])[cH:17][c:18]([C:20]([F:21])([F:22])[F:23])[cH:19]1)([F:27])[F:28].[K+:33].[K+:34].[NH2:1][c:2]1[c:3]([C:4]#[N:5])[c:6]([CH3:11])[c:7]([Br:10])[cH:8][cH:9]1.[OH2:35].[cH:43]1[cH:44][cH:45][c:46]([P:47]([Pd:48]([P:49]([c:50]2[cH:51][cH:52][cH:53][cH:54][cH:55]2)([c:56]2[cH:57][cH:58][cH:59][cH:60][cH:61]2)[c:62]2[cH:63][cH:64][cH:65][cH:66][cH:67]2)([P:68]([c:69]2[cH:70][cH:71][cH:72][cH:73][cH:74]2)([c:75]2[cH:76][cH:77][cH:78][cH:79][cH:80]2)[c:81]2[cH:82][cH:83][cH:84][cH:85][cH:86]2)[P:87]([c:88]2[cH:89][cH:90][cH:91][cH:92][cH:93]2)([c:94]2[cH:95][cH:96][cH:97][cH:98][cH:99]2)[c:100]2[cH:101][cH:102][cH:103][cH:104][cH:105]2)([c:106]2[cH:107][cH:108][cH:109][cH:110][cH:111]2)[c:112]2[cH:113][cH:114][cH:115][cH:116][cH:117]2)[cH:118][cH:119]1>>[NH2:1][c:2]1[c:3]([C:4]#[N:5])[c:6]([CH3:11])[c:7](-[c:16]2[cH:15][c:14]([C:13]([F:12])([F:27])[F:28])[cH:19][c:18]([C:20]([F:21])([F:22])[F:23])[cH:17]2)[cH:8][cH:9]1. The reactants are O=C([O-])[O-], Cc1ccccc1, OB(O)c1cc(C(F)(F)F)cc(C(F)(F)F)c1, [K+], [K+], Cc1c(Br)ccc(N)c1C#N, O, c1ccc(P(c2ccccc2)(c2ccccc2)[Pd](P(c2ccccc2)(c2ccccc2)c2ccccc2)(P(c2ccccc2)(c2ccccc2)c2ccccc2)P(c2ccccc2)(c2ccccc2)c2ccccc2)cc1. The reactants are CC(=O)N(C1CC1)C1CC(C)N(C(=O)OCc2ccccc2)c2ccccc21, CO. Yields the product CC(=O)N(C1CC1)C1CC(C)Nc2ccccc21. RXN SMILES: [CH2:1]([O:2][C:3](=[O:4])[N:11]1[CH:12]([CH3:28])[CH2:13][CH:14]([N:21]([CH:22]2[CH2:23][CH2:24]2)[C:25]([CH3:26])=[O:27])[c:15]2[cH:16][cH:17][cH:18][cH:19][c:20]21)[c:5]1[cH:6][cH:7][cH:8][cH:9][cH:10]1.[CH3:29][OH:30]>>[NH:11]1[CH:12]([CH3:28])[CH2:13][CH:14]([N:21]([CH:22]2[CH2:23][CH2:24]2)[C:25]([CH3:26])=[O:27])[c:15]2[cH:16][cH:17][cH:18][cH:19][c:20]21. Reactants: O=C([O-])[O-], CN1C(=O)CCC2(C)c3ccc(S)cc3CCC12, CCOC(C)=O, Clc1nccc2sccc12, [K+], [K+], CN(C)C=O. Product: CN1C(=O)CCC2(C)c3ccc(Sc4nccc5sccc45)cc3CCC12. RXN SMILES: [C:19](=[O:20])([O-:21])[O-:22].[CH3:1][N:2]1[C:3](=[O:18])[CH2:4][CH2:5][C:6]2([CH3:17])[c:7]3[c:8]([cH:12][c:13]([SH:16])[cH:14][cH:15]3)[CH2:9][CH2:10][CH:11]12.[CH3:40][CH2:41][O:42][C:43](=[O:44])[CH3:45].[Cl:25][c:26]1[n:27][cH:28][cH:29][c:30]2[c:31]1[cH:32][cH:33][s:34]2.[K+:23].[K+:24].[O:35]=[CH:36][N:37]([CH3:38])[CH3:39]>>[CH3:1][N:2]1[C:3](=[O:18])[CH2:4][CH2:5][C:6]2([CH3:17])[c:7]3[c:8]([cH:12][c:13]([S:16][c:26]4[n:27][cH:28][cH:29][c:30]5[c:31]4[cH:32][cH:33][s:34]5)[cH:14][cH:15]3)[CH2:9][CH2:10][CH:11]12. Reaction SMILES: [CH3:17][CH2:18][O:19][C:20](=[O:21])[CH2:22][P:23]([O:24][CH2:25][CH3:26])([O:27][CH2:28][CH3:29])=[O:30].[F:1][C:2]([c:3]1[cH:4][cH:5][c:6]([CH:9]=[CH:10][CH:11]=[CH:12][CH:13]=[O:14])[cH:7][cH:8]1)([F:15])[F:16]>>[F:1][C:2]([c:3]1[cH:4][cH:5][c:6]([CH:9]=[CH:10][CH:11]=[CH:12][CH:13]=[CH:22][C:20]([O:19][CH2:18][CH3:17])=[O:21])[cH:7][cH:8]1)([F:15])[F:16]. The product is CCOC(=O)C=CC=CC=Cc1ccc(C(F)(F)F)cc1. Reactants: CCOC(=O)CP(=O)(OCC)OCC, O=CC=CC=Cc1ccc(C(F)(F)F)cc1. Reactants: C(C)OC(=O)CCCCCC1=CC=CC=2N1C=NC2 (5-(5-Ethoxycarbonylpentyl)-imidazo[1,5-a]pyridine), Cl (HCl), [OH-].[Na+] (NaOH), [OH-].[Na+] (sodium hydroxide). The solvent is C(C)O (Ethyl alcohol). Run at time 2 hour. The product is C(=O)(O)CCCCCC1=CC=CC=2N1C=NC2 (5-(5-carboxypentyl)-imidazo[1,5-a]pyridine). RXN SMILES: C([O:3][C:4]([CH2:6][CH2:7][CH2:8][CH2:9][CH2:10][C:11]1[N:16]2[CH:17]=[N:18][CH:19]=[C:15]2[CH:14]=[CH:13][CH:12]=1)=[O:5])C.[OH-].[Na+].Cl>C(O)C>[C:4]([CH2:6][CH2:7][CH2:8][CH2:9][CH2:10][C:11]1[N:16]2[CH:17]=[N:18][CH:19]=[C:15]2[CH:14]=[CH:13][CH:12]=1)([OH:5])=[O:3] |f:1.2|. Procedure: 5-(5-Ethoxycarbonylpentyl)-imidazo[1,5-a]pyridine (1091 g) is charged into a 12 liter round bottom flask under a nitrogen atmosphere. Ethyl alcohol (95%, 420 ml) is added while stirring. With continued stirring, 2 N NaOH (2100 ml) is added in portions. After complete addition the mixture is warmed at 70° for 20 minutes, at which time a solution is obtained, and heating is continued for 2 hours. Additional sodium hydroxide (50% solution, 21 ml) is added and heating is continued for 40 more minute... Reactants: NC1=NC(=CC(=N1)C=C(Cl)Cl)O (2-amino-4-(2,2-dichlorovinyl)-6-hydroxypyrimidine), P(=O)(Cl)(Cl)Cl (phosphorus oxychloride). Product: NC1=NC(=CC(=N1)Cl)C=C(Cl)Cl (2-amino-4-chloro-6-(2,2-dichlorovinyl)pyrimidine). As a reaction SMILES: [NH2:1][C:2]1[N:7]=[C:6]([CH:8]=[C:9]([Cl:11])[Cl:10])[CH:5]=[C:4](O)[N:3]=1.P(Cl)(Cl)([Cl:15])=O>>[NH2:1][C:2]1[N:3]=[C:4]([Cl:15])[CH:5]=[C:6]([CH:8]=[C:9]([Cl:11])[Cl:10])[N:7]=1. Reported procedure: 10 Parts of 2-amino-4-(2,2-dichlorovinyl)-6-hydroxypyrimidine and 66 parts of phosphorus oxychloride were heated together under reflux for 1 hour with stirring. The solution was cooled and excess phosphorus oxychloride was removed in vacuo on a rotary evaporator. The residual viscous oil was poured onto ice, with stirring. Solid sodium bicarbonate was added portionwise until the solution had pH 7-8. The precipitated solid was filtered, washed with water and dried. Recrystallisation from aqueous ... Starting materials: C(C1=CC=CC=C1)OC=1C(=CC(=C2C=CC=NC12)Cl)CC(C1=CC(=CC=C1)CN1CCCC1)N (2-(8-benzyloxy-5-chloro-quinolin-7-yl)-1-(3-pyrrolidin-1-ylmethyl-phenyl)-ethylamine), O(C1=CC=CC=C1)CC(=O)Cl (phenoxyacetyl chloride). The product is C(C1=CC=CC=C1)OC=1C(=CC(=C2C=CC=NC12)Cl)CC(C1=CC(=CC=C1)CN1CCCC1)NC(COC1=CC=CC=C1)=O (N-[2-(8-benzyloxy-5-chloro-quinolin-7-yl)-1-(3-pyrrolidin-1-ylmethyl-phenyl)-ethyl]-2-phenoxy-acetamide). RXN SMILES: [CH2:1]([O:8][C:9]1[C:10]([CH2:20][CH:21]([NH2:34])[C:22]2[CH:27]=[CH:26][CH:25]=[C:24]([CH2:28][N:29]3[CH2:33][CH2:32][CH2:31][CH2:30]3)[CH:23]=2)=[CH:11][C:12]([Cl:19])=[C:13]2[C:18]=1[N:17]=[CH:16][CH:15]=[CH:14]2)[C:2]1[CH:7]=[CH:6][CH:5]=[CH:4][CH:3]=1.[O:35]([CH2:42][C:43](Cl)=[O:44])[C:36]1[CH:41]=[CH:40][CH:39]=[CH:38][CH:37]=1>>[CH2:1]([O:8][C:9]1[C:10]([CH2:20][CH:21]([NH:34][C:43](=[O:44])[CH2:42][O:35][C:36]2[CH:41]=[CH:40][CH:39]=[CH:38][CH:37]=2)[C:22]2[CH:27]=[CH:26][CH:25]=[C:24]([CH2:28][N:29]3[CH2:33][CH2:32][CH2:31][CH2:30]3)[CH:23]=2)=[CH:11][C:12]([Cl:19])=[C:13]2[C:18]=1[N:17]=[CH:16][CH:15]=[CH:14]2)[C:2]1[CH:3]=[CH:4][CH:5]=[CH:6][CH:7]=1. Procedure: To a stirring solution of [8-(benzyloxy)-5-chloroquinolin-7-yl]acetaldehyde (10.54 mmol) in tetrahydrofuran (75 mL) at −78° C. was slowly added a 0.25M solution of [3-(1-pyrrolidinylmethyl)phenyl]magnesium bromide in tetrahydrofuran (12.50 mmol, 1.2 eq.) and stirring at −78° C. was continued for 20 min. The reaction mixture was then quenched with saturated aqueous ammonium chloride solution (10 mL) and allowed to warm to room temperature. The mixture was then diluted with saturated aqueous ammon... Starting materials: ClC1=C(N=NC(=C1)Cl)C(=O)OCC (ethyl 4,6-dichloropyridazine-3-carboxylate), C1(CC1)C1=CC=CC(=N1)N (6-cyclopropylpyridin-2-amine). Run in C(C)#N (acetonitrile). Run at temperature 140 celsius. Yields the product ClC1=CC(=C(N=N1)C(=O)OCC)NC1=NC(=CC=C1)C1CC1 (ethyl 6-chloro-4-(6-cyclopropylpyridin-2-ylamino)pyridazine-3-carboxylate). The yield is 33.4%. Reaction SMILES: Cl[C:2]1[CH:7]=[C:6]([Cl:8])[N:5]=[N:4][C:3]=1[C:9]([O:11][CH2:12][CH3:13])=[O:10].[CH:14]1([C:17]2[N:22]=[C:21]([NH2:23])[CH:20]=[CH:19][CH:18]=2)[CH2:16][CH2:15]1>C(#N)C>[Cl:8][C:6]1[N:5]=[N:4][C:3]([C:9]([O:11][CH2:12][CH3:13])=[O:10])=[C:2]([NH:23][C:21]2[CH:20]=[CH:19][CH:18]=[C:17]([CH:14]3[CH2:16][CH2:15]3)[N:22]=2)[CH:7]=1. Procedure: A pressure tube charged with ethyl 4,6-dichloropyridazine-3-carboxylate (300 mg, 1.36 mmol), 6-cyclopropylpyridin-2-amine (273 mg, 2.04 mmol), and acetonitrile (8 mL) was heated at 140° C. for 20 h. After cooling to room temperature, the mixture was concentrated in vacuo and the residue obtained was purified by chromatography (silica, 50 μm, 80 g, Analogix, 0 to 10% acetone in dichloromethane, 20 min) to give ethyl 6-chloro-4-(6-cyclopropylpyridin-2-ylamino)pyridazine-3-carboxylate (145 mg, 34%)... Reagents/catalysts: C(C)(=O)[O-].[Pd+2].C(C)(=O)[O-] (Palladium acetate). The product is C(C)OC(=O)C1=CN(C(=C1)C1=NC(=NC=C1)NC1=C(C=C(C=C1)N1CCN(CC1)C)OC)C (5-{2-[2-Methoxy-4-(4-methyl-piperazin-1-yl)-phenylamino]-pyrimidin-4-yl}-1-methyl-1H-pyrrole-3-carboxylic acid ethyl ester). The reactants are COC1=C(C=CC(=C1)N1CCN(CC1)C)N (2-methoxy-4-(4-methyl-piperazin-1-yl)-phenylamine), C(C)OC(=O)C1=CN(C(=C1)C1=NC(=NC=C1)I)C (5-(2-iodo-pyrimidin-4-yl)-1-methyl-1H-pyrrole-3-carboxylic acid ethyl ester), C([O-])([O-])=O.[K+].[K+] (potassium carbonate), (±)-BINAP. Run in CN(C=O)C (dimethylformamide), CN(C=O)C (dimethylformamide). Conditions: time 30 minute. Reaction SMILES: [CH3:1][O:2][C:3]1[CH:8]=[C:7]([N:9]2[CH2:14][CH2:13][N:12]([CH3:15])[CH2:11][CH2:10]2)[CH:6]=[CH:5][C:4]=1[NH2:16].[CH2:17]([O:19][C:20]([C:22]1[CH:26]=[C:25]([C:27]2[CH:32]=[CH:31][N:30]=[C:29](I)[N:28]=2)[N:24]([CH3:34])[CH:23]=1)=[O:21])[CH3:18].C(=O)([O-])[O-].[K+].[K+]>CN(C)C=O.C([O-])(=O)C.[Pd+2].C([O-])(=O)C>[CH2:17]([O:19][C:20]([C:22]1[CH:26]=[C:25]([C:27]2[CH:32]=[CH:31][N:30]=[C:29]([NH:16][C:4]3[CH:5]=[CH:6][C:7]([N:9]4[CH2:10][CH2:11][N:12]([CH3:15])[CH2:13][CH2:14]4)=[CH:8][C:3]=3[O:2][CH3:1])[N:28]=2)[N:24]([CH3:34])[CH:23]=1)=[O:21])[CH3:18] |f:2.3.4,6.7.8|. Reported procedure: Palladium acetate [Pd(OAc)2] (60 mg, 0.271 mmol), (±)-BINAP (169 mg, 0.271 mmol) and dimethylformamide (15 mL) were charged to a round-bottom flask flushed with argon. The flask was evacuated and backfilled with argon. The mixture was stirred under argon for 30 minutes and added to a mixture of 2-methoxy-4-(4-methyl-piperazin-1-yl)-phenylamine (600 mg, 2.712 mmol), 5-(2-iodo-pyrimidin-4-yl)-1-methyl-1H-pyrrole-3-carboxylic acid ethyl ester (484 mg, 1.356 mmol), and potassium carbonate (1.87 g, 1... Isolated yield 26.2%.